From a dataset of the Open Reaction Database (ORD), a public repository of structured organic reaction records. describe an organic reaction: reactants, conditions, products, and yield RXN SMILES: CC1C=CC(S(O[CH2:12][C@@H:13]2[O:25][C:17]3=[C:18]4[C:22](=[CH:23][CH:24]=[C:16]3[O:15][CH2:14]2)[NH:21][CH:20]=[CH:19]4)(=O)=O)=CC=1.[F:26][C:27]1[CH:28]=[C:29]2[C:33](=[CH:34][CH:35]=1)[NH:32][CH:31]=[C:30]2[C:36]1[CH2:37][CH2:38][NH:39][CH2:40][CH:41]=1>CS(C)=O.C(OCC)(=O)C>[F:26][C:27]1[CH:28]=[C:29]2[C:33](=[CH:34][CH:35]=1)[NH:32][CH:31]=[C:30]2[C:36]1[CH2:37][CH2:38][N:39]([CH2:12][CH:13]2[O:25][C:17]3=[C:18]4[C:22](=[CH:23][CH:24]=[C:16]3[O:15][CH2:14]2)[NH:21][CH:20]=[CH:19]4)[CH2:40][CH:41]=1. Run in CS(=O)C (DMSO), C(C)(=O)OCC (ethyl acetate). Product: FC=1C=C2C(=CNC2=CC1)C=1CCN(CC1)CC1COC=2C(=C3C=CNC3=CC2)O1 (2-{[4-(5-Fluoro-1H-indol-3-yl)-3,6-dihydropyridin-1(2H)-yl]methyl}-2,3-dihydro-7H-[1,4]dioxino[2,3-e]indole). Reported procedure: A solution of 0.30 g (0.84 mmole) of (2R)-2,3-dihydro-7H-[1,4]dioxino[2,3-e]indol-2-ylmethyl 4-methylbenzenesulfonate and 0.40 g (1.8 mmole) of 5-fluoro-3-(1,2,3,6-tetrahydro-4-pyridinyl)-1H-indole in 30 mL of DMSO was heated at 65° C. for 4 hours. The mixture was diluted with 300 mL of ethyl acetate, washed with 200 ml portions of saturated aqueous sodium bicarbonate and saturated brine, dried over magnesium sulfate, filtered and concentrated in vacuum. The residue was column chromatographed on... Starting materials: CC1=CC=C(C=C1)S(=O)(=O)OC[C@H]1COC=2C(=C3C=CNC3=CC2)O1 ((2R)-2,3-dihydro-7H-[1,4]dioxino[2,3-e]indol-2-ylmethyl 4-methylbenzenesulfonate), FC=1C=C2C(=CNC2=CC1)C=1CCNCC1 (5-fluoro-3-(1,2,3,6-tetrahydro-4-pyridinyl)-1H-indole). Starting materials: CC(C)(C)n1nc(CCC=O)cc1-c1ccccc1, CCN(C(C)C)C(C)C, Clc1ccc(N2CCNCC2)cc1Cl. The product is CC(C)(C)n1nc(CCCN2CCN(c3ccc(Cl)c(Cl)c3)CC2)cc1-c1ccccc1. RXN SMILES: [C:1]([CH3:2])([CH3:3])([CH3:4])[n:5]1[n:6][c:7]([CH2:16][CH2:17][CH:18]=[O:19])[cH:8][c:9]1-[c:10]1[cH:11][cH:12][cH:13][cH:14][cH:15]1.[CH:34]([N:35]([CH2:36][CH3:37])[CH:38]([CH3:39])[CH3:40])([CH3:41])[CH3:42].[Cl:20][c:21]1[cH:22][c:23]([N:28]2[CH2:29][CH2:30][NH:31][CH2:32][CH2:33]2)[cH:24][cH:25][c:26]1[Cl:27]>>[C:1]([CH3:2])([CH3:3])([CH3:4])[n:5]1[n:6][c:7]([CH2:16][CH2:17][CH2:18][N:31]2[CH2:30][CH2:29][N:28]([c:23]3[cH:22][c:21]([Cl:20])[c:26]([Cl:27])[cH:25][cH:24]3)[CH2:33][CH2:32]2)[cH:8][c:9]1-[c:10]1[cH:11][cH:12][cH:13][cH:14][cH:15]1. The reactants are C[Zn]C (dimethyl zinc), ClCCl (dichloromethane), ClC1=CC=C(C=N1)CC=1C2=C(C=3CN(C(C3C1)=O)[C@@H]1[C@H](CCCC1)O)C=CC=C2 (5-[(6-chloropyridin-3-yl)methyl]-2-[(1S,2S)-2-hydroxycyclohexyl]-1,2-dihydro-3H-benzo[e]isoindol-3-one), C[Zn]C (dimethylzinc), ClCCl (dichloromethane). The reagents and catalysts are C1=CC=C(C=C1)P([C-]2C=CC=C2)C3=CC=CC=C3.C1=CC=C(C=C1)P([C-]2C=CC=C2)C3=CC=CC=C3.Cl[Pd]Cl.[Fe+2] ([1,1′-bis(diphenylphosphino)ferrocene]dichloro-palladium(II)), C1=CC=C(C=C1)P([C-]2C=CC=C2)C3=CC=CC=C3.C1=CC=C(C=C1)P([C-]2C=CC=C2)C3=CC=CC=C3.Cl[Pd]Cl.[Fe+2] ([1,1′-bis(diphenylphosphino)ferrocene]dichloro-palladium(II)). Run in O1CCCC1 (tetrahydrofuran). Conditions: temperature 50 celsius. Product: O[C@@H]1[C@H](CCCC1)N1C(C=2C=C(C3=C(C2C1)C=CC=C3)CC=3C=NC(=CC3)C)=O (2-[(1S,2S)-2-Hydroxycyclohexyl]-5-[(6-methylpyridin-3-yl)methyl]-1,2-dihydro-3H-benzo[e]isoindol-3-one). Reaction SMILES: Cl[C:2]1[N:7]=[CH:6][C:5]([CH2:8][C:9]2[C:10]3[CH:29]=[CH:28][CH:27]=[CH:26][C:11]=3[C:12]3[CH2:13][N:14]([C@H:19]4[CH2:24][CH2:23][CH2:22][CH2:21][C@@H:20]4[OH:25])[C:15](=[O:18])[C:16]=3[CH:17]=2)=[CH:4][CH:3]=1.[CH3:30][Zn]C.ClCCl>O1CCCC1.C1C=CC(P(C2C=CC=CC=2)[C-]2C=CC=C2)=CC=1.C1C=CC(P(C2C=CC=CC=2)[C-]2C=CC=C2)=CC=1.Cl[Pd]Cl.[Fe+2]>[OH:25][C@H:20]1[CH2:21][CH2:22][CH2:23][CH2:24][C@@H:19]1[N:14]1[CH2:13][C:12]2[C:11]3[CH:26]=[CH:27][CH:28]=[CH:29][C:10]=3[C:9]([CH2:8][C:5]3[CH:6]=[N:7][C:2]([CH3:30])=[CH:3][CH:4]=3)=[CH:17][C:16]=2[C:15]1=[O:18] |f:4.5.6.7|. Reported procedure: To a solution of 5-[(6-chloropyridin-3-yl)methyl]-2-[(1S,2S)-2-hydroxycyclohexyl]-1,2-dihydro-3H-benzo[e]isoindol-3-one (0.040 g, 0.098 mmol) in 3 mL of tetrahydrofuran under an atmosphere of nitrogen was added dimethylzinc (1.2 M in tetrahydrofuran, 0.16 mL, 0.20 mmol) and [1,1′-bis(diphenylphosphino)ferrocene]dichloro-palladium(II), 1:1 complex with dichloromethane (7.2 mg, 0.0098 mmol). The mixture was heated at 50° C. for 3 hr and then cooled to ambient temperature. Additional dimethyl zinc ... Reactants: C(C(CCCCC)O)O (1,2-heptanediol), C1(=CC=C(C=C1)S(=O)(=O)Cl)C (p-toluenesulfonyl chloride), C1(=CC=C(C=C1)S(=O)(=O)OCC(CCCCC)O)C ((RS)-1-p-toluenesulfonyloxy-2-heptanol). Run in N1=CC=CC=C1 (pyridine). Yields the product C(CCC)(=O)OC(COS(=O)(=O)C1=CC=C(C=C1)C)CCCCC ((RS)-2-butanoyloxy-1-p-toluenesulfonyloxyheptane). RXN SMILES: C(O)[CH:2]([OH:8])[CH2:3][CH2:4][CH2:5]CC.C1(C)C=CC(S(Cl)(=O)=O)=CC=1.[C:21]1([CH3:39])[CH:26]=[CH:25][C:24]([S:27]([O:30][CH2:31][CH:32]([OH:38])[CH2:33][CH2:34][CH2:35][CH2:36][CH3:37])(=[O:29])=[O:28])=[CH:23][CH:22]=1>N1C=CC=CC=1>[C:2]([O:38][CH:32]([CH2:33][CH2:34][CH2:35][CH2:36][CH3:37])[CH2:31][O:30][S:27]([C:24]1[CH:23]=[CH:22][C:21]([CH3:39])=[CH:26][CH:25]=1)(=[O:28])=[O:29])(=[O:8])[CH2:3][CH2:4][CH3:5]. Reported procedure: Using 1,2-heptanediol, pyridine and p-toluenesulfonyl chloride, (RS)-1-p-toluenesulfonyloxy-2-heptanol 2c ##STR26## was prepared in the same manner as Example 1 of Production. The reactants are OC(C(=O)NC1[C@@H]2N(C(=C(CS2)C)C(=O)[O-])C1=O)C=1SC=CC1 (7-(2' -hydroxy-2'-[thien-2-yl]-acetamido)-3-methylceph-3-em-4-carboxylate), FC(C(=O)O)(F)F (trifluoroacetic acid). The solvent is C1(=CC=CC=C1)OC (anisole). Product: OC(C(=O)NC1[C@@H]2N(C(=C(CS2)C)C(=O)O)C1=O)C=1SC=CC1 (7-(2' -hydroxy-2'-[thien-2-yl]-acetamido)-3-methylceph-3-em-4-carboxylic acid). Isolated yield 90.6%. Reaction SMILES: [OH:1][CH:2]([C:19]1[S:20][CH:21]=[CH:22][CH:23]=1)[C:3]([NH:5][CH:6]1[C:17](=[O:18])[N:8]2[C:9]([C:14]([O-:16])=[O:15])=[C:10]([CH3:13])[CH2:11][S:12][C@H:7]12)=[O:4].FC(F)(F)C(O)=O>C1(OC)C=CC=CC=1>[OH:1][CH:2]([C:19]1[S:20][CH:21]=[CH:22][CH:23]=1)[C:3]([NH:5][CH:6]1[C:17](=[O:18])[N:8]2[C:9]([C:14]([OH:16])=[O:15])=[C:10]([CH3:13])[CH2:11][S:12][C@H:7]12)=[O:4]. Procedure details: Diphenylmethyl (6R,7R,2'R and S)-7-(2' -hydroxy-2'-[thien-2-yl]-acetamido)-3-methylceph-3-em-4-carboxylate (543mg, 1.05mmole) was dissolved in anisole (4ml) and stirred with trifluoroacetic acid (4 ml) at +20 to +25° for 7 mins. The anisole and trifluoroacetic acid were evaporated and the residue partitioned between 3%-aqueous sodium bicarbonate solution (ca 50ml) and ethyl acetate (ca 50ml). The aqueous layer was washed with ethyl acetate (3×ca 50ml), layered with ethyl acetate and adjusted to ...